From a dataset of the Open Reaction Database (ORD), a public repository of structured organic reaction records. describe an organic reaction: reactants, conditions, products, and yield The reactants are BrC1=CC=C2C(C(=C(C(C2=C1)(C)C)O)C(=O)NCC(=O)OC(C)(C)C)=O (tert-butyl 2-(7-bromo-2-hydroxy-1,1-dimethyl-4-oxo-1,4-dihydronaphthalene-3-carboxamido)acetate), palladium dichloride bistriphenylphosphine, C1CCOC1 (THF), C(C)N(C(C)C)C(C)C (N-ethyl-N-isopropylpropan-2-amine), C1(=CC=CC=C1)C#C (phenylacetylene). Reagents/catalysts: [Cu]I (copper(I) iodide). Solvent: CCOC(=O)C (EtOAc). Run at temperature 80 celsius. Product: OC=1C(C2=CC(=CC=C2C(C1C(=O)NCC(=O)OC(C)(C)C)=O)C#CC1=CC=CC=C1)(C)C (tert-butyl 2-(2-hydroxy-1,1-dimethyl-4-oxo-7-(2-phenylethynyl)-1,4-dihydronaphthalene-3-carboxamido)acetate). Reaction SMILES: Br[C:2]1[CH:11]=[C:10]2[C:5]([C:6](=[O:26])[C:7]([C:15]([NH:17][CH2:18][C:19]([O:21][C:22]([CH3:25])([CH3:24])[CH3:23])=[O:20])=[O:16])=[C:8]([OH:14])[C:9]2([CH3:13])[CH3:12])=[CH:4][CH:3]=1.C1COCC1.C(N(C(C)C)C(C)C)C.[C:41]1([C:47]#[CH:48])[CH:46]=[CH:45][CH:44]=[CH:43][CH:42]=1>CCOC(C)=O.[Cu]I>[OH:14][C:8]1[C:9]([CH3:12])([CH3:13])[C:10]2[C:5]([C:6](=[O:26])[C:7]=1[C:15]([NH:17][CH2:18][C:19]([O:21][C:22]([CH3:23])([CH3:25])[CH3:24])=[O:20])=[O:16])=[CH:4][CH:3]=[C:2]([C:48]#[C:47][C:41]1[CH:46]=[CH:45][CH:44]=[CH:43][CH:42]=1)[CH:11]=2. Procedure details: To a mixture of tert-butyl 2-(7-bromo-2-hydroxy-1,1-dimethyl-4-oxo-1,4-dihydronaphthalene-3-carboxamido)acetate (120 mg, 283 μmol, Example 53A-E), palladium dichloride bistriphenylphosphine (20 mg, 28 μmol), and copper(I) iodide (11 mg, 57 μmol) was added THF (1414 μL), N-ethyl-N-isopropylpropan-2-amine (148 μL, 848 μmol), and phenylacetylene (62 μL, 566 μmol). The reaction was heated at 80° C. for 2 hours. The reaction mixture was diluted with 100 mL of EtOAc, washed 2 times with 75 mL of sodiu... Starting materials: BrB(Br)Br, ClCCl, COc1ccc(C)c(F)c1. Yields the product Cc1ccc(O)cc1F. As a reaction SMILES: [B:11]([Br:12])([Br:13])[Br:14].[Cl:15][CH2:16][Cl:17].[F:1][c:2]1[cH:3][c:4]([O:9][CH3:10])[cH:5][cH:6][c:7]1[CH3:8]>>[F:1][c:2]1[cH:3][c:4]([OH:9])[cH:5][cH:6][c:7]1[CH3:8]. The reactants are ClC1=C(C=CC(=C1)F)C(=O)N1CC=2N(CC3=C1C=CC=C3)C=CC2 ((2-chloro-4-fluorophenyl)-(5H,11H-pyrrolo[2,1-c][1,4]benzodiazepin-10-yl)-methanone), FC(C1=NNC=C1)(F)F (3-trifluoromethylpyrazole), [H-].[Na+] (sodium hydride), CCCCCC (hexane). Solvent: CN(C=O)C (dimethylformamide). Product: ClC1=C(C=CC(=C1)N1N=C(C=C1)C(F)(F)F)C(=O)N1CC=2N(CC3=C1C=CC=C3)C=CC2 ([2-Chloro-4-(3-trifluoromethyl-pyrazol-1-yl)-phenyl]-(5H,11H-pyrrolo[2,1-c][1,4]benzodiazepin-10-yl)-methanone). Reaction SMILES: [Cl:1][C:2]1[CH:7]=[C:6](F)[CH:5]=[CH:4][C:3]=1[C:9]([N:11]1[C:17]2[CH:18]=[CH:19][CH:20]=[CH:21][C:16]=2[CH2:15][N:14]2[CH:22]=[CH:23][CH:24]=[C:13]2[CH2:12]1)=[O:10].[H-].[Na+].CCCCCC.[F:33][C:34]([F:41])([F:40])[C:35]1[CH:39]=[CH:38][NH:37][N:36]=1>CN(C)C=O>[Cl:1][C:2]1[CH:7]=[C:6]([N:37]2[CH:38]=[CH:39][C:35]([C:34]([F:41])([F:40])[F:33])=[N:36]2)[CH:5]=[CH:4][C:3]=1[C:9]([N:11]1[C:17]2[CH:18]=[CH:19][CH:20]=[CH:21][C:16]=2[CH2:15][N:14]2[CH:22]=[CH:23][CH:24]=[C:13]2[CH2:12]1)=[O:10] |f:1.2|. Reported procedure: In the manner of Example 9's Method 1, employing (2-chloro-4-fluorophenyl)-(5H,11H-pyrrolo[2,1-c][1,4]benzodiazepin-10-yl)-methanone (0.8 g), 60% sodium hydride in oil (0.25 g, degreased with hexane), 3-trifluoromethylpyrazole (0.61 g) and dimethylformamide (25 ml), the title compound was obtained as an amorphous solid, MS, m/z: 457.2 (M+H)+. The reactants are ClCCl (dichloromethane), C([O-])([O-])=O.[Cs+].[Cs+] (Cesium carbonate), FCCI (1-fluoro-2-iodoethane), BrC=1C=C(C=CC1)C(=C)C1=CC=C(C=C1)O (4-[1-(3-bromo-phenyl)-vinyl]-phenol). The solvent is C1CCCCC1.C(C)(=O)OCC (cyclohexane ethyl acetate), O (water), CN(C=O)C (N,N-dimethylformamide). Run at temperature 55 celsius, time 8 hour. Product: BrC1=CC(=CC=C1)C(=C)C1=CC=C(C=C1)OCCF (1-Bromo-3-(1-[4-{2-fluoro-ethoxy}phenyl]-vinyl)-benzene). Yield: 54.7%. RXN SMILES: C(=O)([O-])[O-].[Cs+].[Cs+].[F:7][CH2:8][CH2:9]I.[Br:11][C:12]1[CH:13]=[C:14]([C:18]([C:20]2[CH:25]=[CH:24][C:23]([OH:26])=[CH:22][CH:21]=2)=[CH2:19])[CH:15]=[CH:16][CH:17]=1.ClCCl>CN(C)C=O.C1CCCCC1.C(OCC)(=O)C.O>[Br:11][C:12]1[CH:17]=[CH:16][CH:15]=[C:14]([C:18]([C:20]2[CH:21]=[CH:22][C:23]([O:26][CH2:9][CH2:8][F:7])=[CH:24][CH:25]=2)=[CH2:19])[CH:13]=1 |f:0.1.2,7.8|. Procedure details: Cesium carbonate (2.18 g, 6.67 mmol, 1.2 eq) and 1-fluoro-2-iodoethane (1.1 g, 6.4 mmol, 1.2 eq) were added to a solution of 4-[1-(3-bromo-phenyl)-vinyl]-phenol (1.5 g, 5.3 mmol, 1.0 eq) in dry N,N-dimethylformamide (15 mL). The mixture was stirred overnight at 55° C.; dichloromethane (100 mL) and water (50 mL) were then added. The organic phase was washed with water (3×) and dried over sodium sulfate. Evaporation of solvent gave crude ether that was purified by flash chromatography (eluent: cyc... The reactants are O=C1NCCCC12CCNCC2, CCCCC, Clc1cnc2ccccc2n1, Cl, [K+], [K+], O=C([O-])[O-], CN(C)C=O. Product: O=C1NCCCC12CCN(c1cnc3ccccc3n1)CC2. RXN SMILES: [C:2]1(=[O:13])[NH:3][CH2:4][CH2:5][CH2:6][C:7]12[CH2:8][CH2:9][NH:10][CH2:11][CH2:12]2.[CH3:31][CH2:32][CH2:33][CH2:34][CH3:35].[Cl:20][c:21]1[n:22][c:23]2[cH:24][cH:25][cH:26][cH:27][c:28]2[n:29][cH:30]1.[ClH:1].[K+:14].[K+:15].[O-:16][C:17]([O-:18])=[O:19].[O:36]=[CH:37][N:38]([CH3:39])[CH3:40]>>[C:2]1(=[O:13])[NH:3][CH2:4][CH2:5][CH2:6][C:7]12[CH2:8][CH2:9][N:10]([c:21]1[n:22][c:23]3[cH:24][cH:25][cH:26][cH:27][c:28]3[n:29][cH:30]1)[CH2:11][CH2:12]2. Reactants: COC(C(C(=O)OC)C=1C=CC=C2CC(NC12)=O)=O (2,3-dihydro-2-oxo-1H-indole-7-propandioic acid dimethyl ester), CO (methanol), [OH-].[Na+] (sodium hydroxide). Reaction conditions: temperature 50 celsius, time 90 minute. The product is O=C1NC2=C(C=CC=C2C1)CCC(=O)O (2,3-dihydro-2-oxo-1H-indole-7-propanoic acid). Reaction SMILES: COC(=O)[CH:4]([C:9]1[CH:10]=[CH:11][CH:12]=[C:13]2[C:17]=1[NH:16][C:15](=[O:18])[CH2:14]2)[C:5](OC)=O.[OH-:20].[Na+].[CH3:22][OH:23]>>[O:18]=[C:15]1[CH2:14][C:13]2[C:17](=[C:9]([CH2:4][CH2:5][C:22]([OH:23])=[O:20])[CH:10]=[CH:11][CH:12]=2)[NH:16]1 |f:1.2|. Procedure: A solution of 2,3-dihydro-2-oxo-1H-indole-7-propandioic acid dimethyl ester (4.6 g, 0.0166 moles) is dissolved in methanol (50 ml) and 1N sodium hydroxide (33.2 ml, 0.0332 mole) is added. The mixture is stirred at 50° C. for 90 minutes then concentrated at reduced pressure. The residue is dissolved in water (75 ml) and methanol (50 ml). The solution is made acidic with excess Dowex 50X-8 acidic ion exchange resin and heated with stirring at 70° C. for 24 hours. The solution is cooled, filtered, ... The reactants are BrC1=CC=2N=C(N=C(C2N=C1)N1CCOCC1)Cl (4-(7-bromo-2-chloropyrido[3,2-d]pyrimidin-4-yl)morpholine), C(=O)C1=CC=C(O1)B(O)O (5-formyl-2-furanylboronic acid), C([O-])([O-])=O.[Na+].[Na+] (sodium carbonate), C1(=CC=CC=C1)C (toluene). Reagents/catalysts: Cl[Pd]([P](C1=CC=CC=C1)(C2=CC=CC=C2)C3=CC=CC=C3)([P](C4=CC=CC=C4)(C5=CC=CC=C5)C6=CC=CC=C6)Cl (Pd(PPh3)2Cl2). Run in O (water), C(C)O (ethanol). Run at temperature 95 celsius, time 2 hour. Product: ClC=1N=C(C2=C(N1)C=C(C=N2)C2=CC=C(O2)C=O)N2CCOCC2 (5-(2-Chloro-4-morpholinopyrido[3,2-d]pyrimidin-7-yl)furan-2-carbaldehyde). The yield is 73.5%. As a reaction SMILES: Br[C:2]1[CH:11]=[N:10][C:9]2[C:8]([N:12]3[CH2:17][CH2:16][O:15][CH2:14][CH2:13]3)=[N:7][C:6]([Cl:18])=[N:5][C:4]=2[CH:3]=1.[CH:19]([C:21]1[O:25][C:24](B(O)O)=[CH:23][CH:22]=1)=[O:20].C(=O)([O-])[O-].[Na+].[Na+].C1(C)C=CC=CC=1>Cl[Pd](Cl)([P](C1C=CC=CC=1)(C1C=CC=CC=1)C1C=CC=CC=1)[P](C1C=CC=CC=1)(C1C=CC=CC=1)C1C=CC=CC=1.O.C(O)C>[Cl:18][C:6]1[N:7]=[C:8]([N:12]2[CH2:17][CH2:16][O:15][CH2:14][CH2:13]2)[C:9]2[N:10]=[CH:11][C:2]([C:24]3[O:25][C:21]([CH:19]=[O:20])=[CH:22][CH:23]=3)=[CH:3][C:4]=2[N:5]=1 |f:2.3.4,^1:44,63|. Reported procedure: To a 50 mL round bottom flask, 4-(7-bromo-2-chloropyrido[3,2-d]pyrimidin-4-yl)morpholine (0.5 g, 0.0015 mol—Preparation 3), 5-formyl-2-furanylboronic acid (0.21 g, 0.0015 mol), sodium carbonate (0.32 g, 0.003 mol), toluene (20 mL), ethanol (10 mL) and water (5 mL) were added. The reaction vessel was degassed with N2 for 5-10 minutes. To the same reaction mixture, Pd(PPh3)2Cl2 (0.053 g, 0.000075 mol) was added and again degassed with N2 for 5-10 minutes. The reaction mixture was stirred at 95° C....